From a dataset of the Open Reaction Database (ORD), a public repository of structured organic reaction records. describe an organic reaction: reactants, conditions, products, and yield Reactants: C(C)(=O)NCCCCN1C(=NC=2C=NC=CC21)C (N-Acetyl-4-(2-methylimidazo[4,5-c]pyrid-1-yl)butylamine), [OH-].[Na+] (sodium hydroxide). Run in Cl (hydrochloric acid). Product: CC=1N(C2=C(C=NC=C2)N1)CCCCN (4-(2-Methylimidazo[4,5-c]pyrid-1-yl)butylamine). The yield is 85.6%. As a reaction SMILES: C([NH:4][CH2:5][CH2:6][CH2:7][CH2:8][N:9]1[C:17]2[CH:16]=[CH:15][N:14]=[CH:13][C:12]=2[N:11]=[C:10]1[CH3:18])(=O)C.[OH-].[Na+]>Cl>[CH3:18][C:10]1[N:9]([CH2:8][CH2:7][CH2:6][CH2:5][NH2:4])[C:17]2[CH:16]=[CH:15][N:14]=[CH:13][C:12]=2[N:11]=1 |f:1.2|. Procedure: N-Acetyl-4-(2-methylimidazo[4,5-c]pyrid-1-yl)butylamine (1 g) was dissolved in 2M hydrochloric acid (100 ml) and heated at reflux for 8 hours. The solution was basified to pH8 with 2M sodium hydroxide solution and then extracted with methylene chloride using a continuous extractor. The organic extract was evaporated under vacuum to give the title product, (0.71 g). Starting materials: C(CCC)C=1N(C=2N(N1)C=C(N2)C2=CC=CC=C2)CC2=CC=C(C=C2)C2=C(C=CC=C2)C#N (2-butyl-3-[(2'-cyanobiphenyl-4-yl)methyl]-5-phenyl-3H-imidazo[1,2-b][1,2,4]triazole), C[Sn](C)(C)N=[N+]=[N-] (trimethyltin azide). The product is C(CCC)C=1N(C=2N(N1)C=C(N2)C2=CC=CC=C2)CC2=CC=C(C=C2)C2=C(C=CC=C2)C2=NN=NN2 (2-Butyl-5-phenyl-3-[[2'-(5-tetrazolyl)bi-phenyl-4-yl]methyl]-3H-imidazo[1,2-b][1,2,4]-triazole). Isolated yield 44.0%. RXN SMILES: [CH2:1]([C:5]1[N:6]([CH2:19][C:20]2[CH:25]=[CH:24][C:23]([C:26]3[CH:31]=[CH:30][CH:29]=[CH:28][C:27]=3[C:32]#[N:33])=[CH:22][CH:21]=2)[C:7]2[N:8]([CH:10]=[C:11]([C:13]3[CH:18]=[CH:17][CH:16]=[CH:15][CH:14]=3)[N:12]=2)[N:9]=1)[CH2:2][CH2:3][CH3:4].C[Sn]([N:38]=[N+:39]=[N-:40])(C)C>>[CH2:1]([C:5]1[N:6]([CH2:19][C:20]2[CH:21]=[CH:22][C:23]([C:26]3[CH:31]=[CH:30][CH:29]=[CH:28][C:27]=3[C:32]3[NH:40][N:39]=[N:38][N:33]=3)=[CH:24][CH:25]=2)[C:7]2[N:8]([CH:10]=[C:11]([C:13]3[CH:18]=[CH:17][CH:16]=[CH:15][CH:14]=3)[N:12]=2)[N:9]=1)[CH2:2][CH2:3][CH3:4]. Procedure: Reaction of 2-butyl-3-[(2'-cyanobiphenyl-4-yl)methyl]-5-phenyl-3H-imidazo[1,2-b][1,2,4]triazole (from Step B and C) with trimethyltin azide according to the procedure of Example 1, Step G, gave a 44% yield of the title compound as a light tan solid, mp >160° C. (gradual); homogeneous by TLC in 90:10:0.1 CH2Cl2 -MeOH-AcOH. The reactants are OC1=C(C=O)C=CC(=C1)C(C)C (2-Hydroxy-4-isopropylbenzaldehyde), C([O-])([O-])=O.[K+].[K+] (potassium carbonate), C(C1=CC=CC=C1)Br (benzyl bromide). Run in CN(C=O)C (N,N-dimethylformamide). Conditions: time 16 hour. Product: C(C1=CC=CC=C1)OC1=C(C=O)C=CC(=C1)C(C)C (2-benzyloxy-4-isopropylbenzaldehyde). RXN SMILES: [OH:1][C:2]1[CH:9]=[C:8]([CH:10]([CH3:12])[CH3:11])[CH:7]=[CH:6][C:3]=1[CH:4]=[O:5].C(=O)([O-])[O-].[K+].[K+].[CH2:19](Br)[C:20]1[CH:25]=[CH:24][CH:23]=[CH:22][CH:21]=1>CN(C)C=O>[CH2:19]([O:1][C:2]1[CH:9]=[C:8]([CH:10]([CH3:12])[CH3:11])[CH:7]=[CH:6][C:3]=1[CH:4]=[O:5])[C:20]1[CH:25]=[CH:24][CH:23]=[CH:22][CH:21]=1 |f:1.2.3|. Procedure details: 2-Hydroxy-4-isopropylbenzaldehyde (6.69 g) and 11.26 g of potassium carbonate were suspended with 100 mL of N,N-dimethylformamide, and 5.33 mL of benzyl bromide was added to the stirred mixture at room temperature. After the mixture was stirred at room temperature for 16 hours, the insoluble material was removed by filtration. To the filtrate were added 10 mL of water and 10 mL of diluted hydrochloric acid, and the mixture was extracted with ethyl acetate. After being washed with brine, the orga... The product is ClC(=C[O-])C(=O)OCC.[K+] (potassium 2-chloro-3-ethoxy-3-oxoprop-1-en-1-olate). Procedure: To a suspension of potassium tert-butoxide (5.2 g) in IPE (50 mL) were added ethyl 2-chloroacetate (5.6 g) and ethyl formate (3.4 g) under ice-cooling, and the mixture was stirred overnight at room temperature. The precipitate was collected by filtration, and dried to give the title compound (5.8 g). 1H NMR (300 MHz, DMSO-d6) δ 1.11 (3H, t, J=7.2 Hz), 3.92 (2H, q, J=7.2 Hz), 8.95 (1H, brs). The reactants are CC(C)([O-])C.[K+] (potassium tert-butoxide), ClCC(=O)OCC (ethyl 2-chloroacetate), C(=O)OCC (ethyl formate). As a reaction SMILES: C[C:2](C)([O-:4])C.[K+:6].[Cl:7][CH2:8][C:9]([O:11][CH2:12][CH3:13])=[O:10].C(OCC)=O>>[Cl:7][C:8]([C:9]([O:11][CH2:12][CH3:13])=[O:10])=[CH:2][O-:4].[K+:6] |f:0.1,4.5|. Isolated yield 67.3%. Run at time 8 hour. Reactants: COC(=O)Cc1cc(Oc2ccc(C(F)(F)F)cc2CBr)ccc1Br, O=C1NCCO1. The product is COC(=O)Cc1cc(Oc2ccc(C(F)(F)F)cc2CN2CCOC2=O)ccc1Br. As a reaction SMILES: [CH3:1][O:2][C:3]([CH2:4][c:5]1[c:6]([Br:24])[cH:7][cH:8][c:9]([O:11][c:12]2[c:13]([CH2:22][Br:23])[cH:14][c:15]([C:18]([F:19])([F:20])[F:21])[cH:16][cH:17]2)[cH:10]1)=[O:25].[O:26]1[C:27](=[O:31])[NH:28][CH2:29][CH2:30]1>>[CH3:1][O:2][C:3]([CH2:4][c:5]1[c:6]([Br:24])[cH:7][cH:8][c:9]([O:11][c:12]2[c:13]([CH2:22][N:28]3[C:27](=[O:31])[O:26][CH2:30][CH2:29]3)[cH:14][c:15]([C:18]([F:19])([F:20])[F:21])[cH:16][cH:17]2)[cH:10]1)=[O:25]. RXN SMILES: C([CH:3]([O:7][C:8]1[CH:12]=[C:11]([C:13](O)=O)[N:10]([CH3:16])[N:9]=1)[C:4]([OH:6])=[O:5])C.CCN=C=NCCCN(C)C.Cl.[CH2:29]([N:32]1[C:39]([NH2:40])=[C:38]([NH2:41])[C:36](=[O:37])[N:35]([CH2:42][CH:43]=[CH2:44])[C:33]1=[O:34])[CH:30]=[CH2:31]>CO>[CH2:42]([N:35]1[C:36](=[O:37])[C:38]2[NH:41][C:13]([C:11]3[N:10]([CH3:16])[N:9]=[C:8]([O:7][CH2:3][C:4]([OH:6])=[O:5])[CH:12]=3)=[N:40][C:39]=2[N:32]([CH2:29][CH2:30][CH3:31])[C:33]1=[O:34])[CH2:43][CH3:44] |f:1.2|. Procedure: To a solution of ethyl (5-carboxy-1-methylpyrazol-3-yl)oxyacetic acid (0.5 mmol) and EDCl (0.5 mmol) in methanol (20 mL) was added a solution of 1,3-diallyl-5,6-diaminouracil (0.5 mmol), dissolved in methanol (20 mL). The mixture was stirred at room temperature for two hours, the solvent was then removed in vacuo, water added, and the solid that formed was collected by filtration and washed with additional cold water. The intermediate amide was heated in 20 mL of 2.5 N NaOH at 70° C. for 30 minu... Solvent: CO (methanol), CO (methanol). Reactants: C(C)C(C(=O)O)OC1=NN(C(=C1)C(=O)O)C (ethyl (5-carboxy-1-methylpyrazol-3-yl)oxyacetic acid), CCN=C=NCCCN(C)C.Cl (EDCl), C(C=C)N1C(=O)N(C(=O)C(=C1N)N)CC=C (1,3-diallyl-5,6-diaminouracil). Conditions: time 2 hour. Yields the product C(CC)N1C(=O)N(C=2N=C(NC2C1=O)C1=CC(=NN1C)OCC(=O)O)CCC (2-[5-(1,3-dipropyl-xanthin-8-yl)-1-methyl-pyrazol-3-yl)oxyacetic acid). Run in O1CCCC1 (tetrahydrofuran). Starting materials: [Cl-].[NH4+] (ammonium chloride), [Si](C)(C)(C(C)(C)C)OCCCCC#C (6-(t-butyldimethylsilyloxy)-1-hexyne), C(CCC)[Li] (n-butyl lithium), COC1=CC=C2C(C(CSC2=C1)(C)C1=CC=C(C=C1)OC)=O (7-methoxy-3-(4-methoxyphenyl)-3-methylthiochroman-4-one). Procedure details: To a solution of 6-(t-butyldimethylsilyloxy)-1-hexyne (10.8 g, 50.9 mmol) in dry tetrahydrofiuran (100 ml) was added dropwise n-butyl lithium (30.1 ml, 48.9 mmol, 1.63M in tetrahydrofuran) at −78° C., which was then stirred at −20° C. for 1 hour. To the reaction mixture , was then added 7-methoxy-3-(4-methoxyphenyl)-3-methylthiochroman-4-one (8.0 g, 25.5 mmol) dissolved in tetrahydrofuran at −78 C for 30 min, and the resulting mixture was stirred at −10° C. (for 24 hours. After the reaction was ... Reaction conditions: temperature -20 celsius, time 1 hour. Reaction SMILES: [Si:1]([O:8][CH2:9][CH2:10][CH2:11][CH2:12][C:13]#[CH:14])([C:4]([CH3:7])([CH3:6])[CH3:5])([CH3:3])[CH3:2].C([Li])CCC.[CH3:20][O:21][C:22]1[CH:31]=[C:30]2[C:25]([C:26](=[O:41])[C:27]([C:33]3[CH:38]=[CH:37][C:36]([O:39][CH3:40])=[CH:35][CH:34]=3)([CH3:32])[CH2:28][S:29]2)=[CH:24][CH:23]=1.[Cl-].[NH4+]>O1CCCC1>[Si:1]([O:8][CH2:9][CH2:10][CH2:11][CH2:12][C:13]#[C:14][C:26]1([OH:41])[C:25]2[C:30](=[CH:31][C:22]([O:21][CH3:20])=[CH:23][CH:24]=2)[S:29][CH2:28][C:27]1([C:33]1[CH:34]=[CH:35][C:36]([O:39][CH3:40])=[CH:37][CH:38]=1)[CH3:32])([C:4]([CH3:5])([CH3:6])[CH3:7])([CH3:3])[CH3:2] |f:3.4|. Isolated yield 93.1%. Product: [Si](C)(C)(C(C)(C)C)OCCCCC#CC1(C(CSC2=CC(=CC=C12)OC)(C)C1=CC=C(C=C1)OC)O (4-[6 (t-butyldimethylsilyloxy)-1-hexynyl]-4-hydroxy-7-methoxy-3-(4-methoxyphenyl)-3-methylthiochroman). The reactants are C(#N)C=1C=C(C=O)C=CC1F (3-Cyano-4-fluorobenzaldehyde), C[Mg]Br (methyl magnesium bromide). Run in C1CCOC1 (THF). Run at temperature -70 celsius, time 1 hour. Yields the product FC1=C(C#N)C=C(C=C1)C(C)O (2-fluoro-5-(1-hydroxyethyl)benzonitrile). Reaction SMILES: [C:1]([C:3]1[CH:4]=[C:5]([CH:8]=[CH:9][C:10]=1[F:11])[CH:6]=[O:7])#[N:2].[CH3:12][Mg]Br>C1COCC1>[F:11][C:10]1[CH:9]=[CH:8][C:5]([CH:6]([OH:7])[CH3:12])=[CH:4][C:3]=1[C:1]#[N:2]. Procedure: 3-Cyano-4-fluorobenzaldehyde (2.17 g, 14.7 mmol) was dissolved in THF (50 mL) then cooled to −70° C. To this mixture was added methyl magnesium bromide (5.34 mL, 16.0 mmol). The mixture was stirred for 1 h, then was quenched with brine and extracted with ether. The ethereal layer was separated, dried over Na2SO4, filtered, and evaporated to dryness. The residue was purified by MPLC chromatography through a 120 g Redi-sep column using 0-50% EtOAc/hexane eluent to yield 2-fluoro-5-(1-hydroxyethyl)... The reactants are CC(C)(C)OC(=O)N1CCC(Nc2nc(Cc3ccc(Cl)cc3)cc(C(C)(C)O)n2)CC1, ClCCl, [Na+], [Na+], O=C([O-])[O-], O=C(O)C(F)(F)F. Product: CC(C)(O)c1cc(Cc2ccc(Cl)cc2)nc(NC2CCNCC2)n1. RXN SMILES: [C:1]([O:2][C:3](=[O:4])[N:8]1[CH2:9][CH2:10][CH:11]([NH:14][c:15]2[n:16][c:17]([C:29]([CH3:30])([CH3:31])[OH:32])[cH:18][c:19]([CH2:21][c:22]3[cH:23][cH:24][c:25]([Cl:28])[cH:26][cH:27]3)[n:20]2)[CH2:12][CH2:13]1)([CH3:5])([CH3:6])[CH3:7].[Cl:46][CH2:47][Cl:48].[Na+:40].[Na+:41].[O-:42][C:43](=[O:44])[O-:45].[OH:33][C:34]([C:35]([F:36])([F:37])[F:38])=[O:39]>>[NH:8]1[CH2:9][CH2:10][CH:11]([NH:14][c:15]2[n:16][c:17]([C:29]([CH3:30])([CH3:31])[OH:32])[cH:18][c:19]([CH2:21][c:22]3[cH:23][cH:24][c:25]([Cl:28])[cH:26][cH:27]3)[n:20]2)[CH2:12][CH2:13]1.